This data is from the Open Reaction Database (ORD), a public repository of structured organic reaction records. The task is: describe an organic reaction: reactants, conditions, products, and yield Starting materials: CC(N)CCc1ccccc1, COC(=O)c1ccccc1CBr, CCOC(C)=O, Cc1ccccc1, CCCCCC, [K+], [K+], O=C([O-])[O-]. Yields the product CC(CCc1ccccc1)N1Cc2ccccc2C1=O. RXN SMILES: [CH3:13][CH:14]([CH2:15][CH2:16][c:17]1[cH:18][cH:19][cH:20][cH:21][cH:22]1)[NH2:23].[CH3:1][O:2][C:3]([c:4]1[c:5]([CH2:10][Br:11])[cH:6][cH:7][cH:8][cH:9]1)=[O:12].[CH3:30][CH2:31][O:32][C:33](=[O:34])[CH3:35].[CH3:36][c:37]1[cH:38][cH:39][cH:40][cH:41][cH:42]1.[CH3:43][CH2:44][CH2:45][CH2:46][CH2:47][CH3:48].[K+:24].[K+:25].[O-:26][C:27]([O-:28])=[O:29]>>[C:3]1(=[O:12])[c:4]2[c:5]([cH:6][cH:7][cH:8][cH:9]2)[CH2:10][N:23]1[CH:14]([CH3:13])[CH2:15][CH2:16][c:17]1[cH:18][cH:19][cH:20][cH:21][cH:22]1. Starting materials: FC1=C(C(=O)N)C(=CC(=C1)B1OC(C(O1)(C)C)(C)C)F (2,6-difluoro-4-(4,4,5,5-tetramethyl-[1,3,2]dioxaborolan-2-yl)-benzamide), Compound 178, BrC1=CN=C(C=2N1C=CN2)NC=2C=CC(=C(C(=O)N)C2)N2CCOCC2 (5-(5-bromo-imidazo[1,2-a]pyrazin-8-ylamino)-2-morpholin-4-yl-benzamide). Reagents/catalysts: C=1C=CC(=CC1)[P](C=2C=CC=CC2)(C=3C=CC=CC3)[Pd]([P](C=4C=CC=CC4)(C=5C=CC=CC5)C=6C=CC=CC6)([P](C=7C=CC=CC7)(C=8C=CC=CC8)C=9C=CC=CC9)[P](C=1C=CC=CC1)(C=1C=CC=CC1)C=1C=CC=CC1 (Pd(PPh3)4). The solvent is O1CCOCC1 (dioxane). Yields the product N (NH3), C(N)(=O)C=1C=C(C=CC1N1CCOCC1)NC=1C=2N(C(=CN1)C1=CC(=C(C(=O)N)C(=C1)F)F)C=CN2 (4-[8-(3-Carbamoyl-4-morpholin-4-yl-phenylamino)-imidazo[1,2-a]pyrazin-5-yl]-2,6-difluoro-benzamide). The yield is 41.9%. Reaction SMILES: Br[C:2]1[N:7]2[CH:8]=[CH:9][N:10]=[C:6]2[C:5]([NH:11][C:12]2[CH:13]=[CH:14][C:15]([N:21]3[CH2:26][CH2:25][O:24][CH2:23][CH2:22]3)=[C:16]([CH:20]=2)[C:17]([NH2:19])=[O:18])=[N:4][CH:3]=1.[F:27][C:28]1[CH:36]=[C:35](B2OC(C)(C)C(C)(C)O2)[CH:34]=[C:33]([F:46])[C:29]=1[C:30]([NH2:32])=[O:31]>O1CCOCC1.C1C=CC([P]([Pd]([P](C2C=CC=CC=2)(C2C=CC=CC=2)C2C=CC=CC=2)([P](C2C=CC=CC=2)(C2C=CC=CC=2)C2C=CC=CC=2)[P](C2C=CC=CC=2)(C2C=CC=CC=2)C2C=CC=CC=2)(C2C=CC=CC=2)C2C=CC=CC=2)=CC=1>[NH3:4].[C:17]([C:16]1[CH:20]=[C:12]([NH:11][C:5]2[C:6]3[N:7]([CH:8]=[CH:9][N:10]=3)[C:2]([C:35]3[CH:34]=[C:33]([F:46])[C:29]([C:30]([NH2:32])=[O:31])=[C:28]([F:27])[CH:36]=3)=[CH:3][N:4]=2)[CH:13]=[CH:14][C:15]=1[N:21]1[CH2:26][CH2:25][O:24][CH2:23][CH2:22]1)(=[O:18])[NH2:19] |^1:56,58,77,96|. Reported procedure: In the same way as described for Compound 178, step 4, using 5-(5-bromo-imidazo[1,2-a]pyrazin-8-ylamino)-2-morpholin-4-yl-benzamide (120 mg, 0.29 mmol), 2,6-difluoro-4-(4,4,5,5-tetramethyl-[1,3,2]dioxaborolan-2-yl)-benzamide (163 mg, 0.58 mmol) 1.5M K2CO3 (1.7 mL, 2.55 mmol), and Pd(PPh3)4 (84 mg, 0.073 mmol) in dioxane (3 mL). Purification by silica gel column chromatography eluting with 98:8 DCM:NH3 (7M in MeOH) affords the title compound as a pale yellow solid (30 mg, 21%). Following the usua... Reactants: N(=[N+]=[N-])[C@H]1[C@@H](CC[C@H](C2=NC=CC=C21)O[Si](C(C)C)(C(C)C)C(C)C)C2=C(C(=CC=C2)F)F ((5S,6S,9R)-5-azido-6-(2,3-difluorophenyl)-9-(triisopropylsilyloxy)-6,7,8,9-tetrahydro-5H-cyclohepta[b]pyridine), CCCC[N+](CCCC)(CCCC)CCCC.[F-] (TBAF). Run in O1CCCC1 (tetrahydrofuran). Conditions: time 1.5 hour. The product is N(=[N+]=[N-])[C@H]1[C@@H](CC[C@H](C2=NC=CC=C21)O)C2=C(C(=CC=C2)F)F ((5S,6S,9R)-5-azido-6-(2,3-difluorophenyl)-6,7,8,9-tetrahydro-5H-cyclohepta[b]pyridin-9-ol). Reaction SMILES: [N:1]([C@@H:4]1[C:14]2[C:9](=[N:10][CH:11]=[CH:12][CH:13]=2)[C@H:8]([O:15][Si](C(C)C)(C(C)C)C(C)C)[CH2:7][CH2:6][C@H:5]1[C:26]1[CH:31]=[CH:30][CH:29]=[C:28]([F:32])[C:27]=1[F:33])=[N+:2]=[N-:3].CCCC[N+](CCCC)(CCCC)CCCC.[F-]>O1CCCC1>[N:1]([C@@H:4]1[C:14]2[C:9](=[N:10][CH:11]=[CH:12][CH:13]=2)[C@H:8]([OH:15])[CH2:7][CH2:6][C@H:5]1[C:26]1[CH:31]=[CH:30][CH:29]=[C:28]([F:32])[C:27]=1[F:33])=[N+:2]=[N-:3] |f:1.2|. Procedure: In a 100 mL round-bottom flask was dissolved (5S,6S,9R)-5-azido-6-(2,3-difluorophenyl)-9-(triisopropylsilyloxy)-6,7,8,9-tetrahydro-5H-cyclohepta[b]pyridine (0.732 g, 1.549 mmol) (crude) in tetrahydrofuran (8 mL) to give a colorless solution. TBAF (1.859 mL, 1.859 mmol) was added, and the resulting light yellow solution was stirred at room temperature for 1.5 h. LCMS indicated complete conversion. Tetrahydrofuran was removed and the residue was diluted with water and ethyl acetate. The layers wer... The reactants are C[Al](C)C, COC(=O)c1ccc(N(C)S(C)(=O)=O)cc1, Cc1ccccc1, [Na+], [OH-], NCC1CN(c2ccccc2)CCN1Cc1ccccc1. The product is CN(c1ccc(C(=O)NCC2CN(c3ccccc3)CCN2Cc2ccccc2)cc1)S(C)(=O)=O. As a reaction SMILES: [CH3:22][Al:23]([CH3:24])[CH3:25].[CH3:26][O:27][C:28]([c:29]1[cH:30][cH:31][c:32]([N:35]([S:36](=[O:37])(=[O:38])[CH3:39])[CH3:40])[cH:33][cH:34]1)=[O:41].[CH3:44][c:45]1[cH:46][cH:47][cH:48][cH:49][cH:50]1.[Na+:43].[OH-:42].[c:1]1([N:7]2[CH2:8][CH:9]([CH2:20][NH2:21])[N:10]([CH2:13][c:14]3[cH:15][cH:16][cH:17][cH:18][cH:19]3)[CH2:11][CH2:12]2)[cH:2][cH:3][cH:4][cH:5][cH:6]1>>[c:1]1([N:7]2[CH2:8][CH:9]([CH2:20][NH:21][C:28](=[O:27])[c:29]3[cH:30][cH:31][c:32]([N:35]([S:36](=[O:37])(=[O:38])[CH3:39])[CH3:40])[cH:33][cH:34]3)[N:10]([CH2:13][c:14]3[cH:15][cH:16][cH:17][cH:18][cH:19]3)[CH2:11][CH2:12]2)[cH:2][cH:3][cH:4][cH:5][cH:6]1. Reactants: CC(C)(C(CCC(C(C)(C)C)=O)=O)C (2,2,7,7-tetramethyl-3,6-octanedione), C1=CC=CC1 (cyclopentadiene), C[O-].[Na+] (sodium methanolate). Run in CO (methanol). Conditions: time 30 hour. Product: C(C)(C)(C)C1=C2C=CCC2=C(C=C1)C(C)(C)C (4,7-Di-tert-butylindene). Isolated yield 10.3%. RXN SMILES: [CH3:1][C:2]([CH3:14])([C:4](=O)[CH2:5][CH2:6][C:7](=O)[C:8]([CH3:11])([CH3:10])[CH3:9])[CH3:3].[CH:15]1[CH2:19][CH:18]=[CH:17][CH:16]=1.C[O-].[Na+]>CO>[C:2]([C:4]1[CH:5]=[CH:6][C:7]([C:8]([CH3:11])([CH3:10])[CH3:9])=[C:15]2[C:16]=1[CH:17]=[CH:18][CH2:19]2)([CH3:14])([CH3:3])[CH3:1] |f:2.3|. Procedure: A mixture of 14.8 g (74.6 mmol) of 2,2,7,7-tetramethyl-3,6-octanedione and 6.7 ml (82.1 mmol) of cyclopentadiene was added to 34.3 ml of a 30 percent strength solution of sodium methanolate (186 mmol) in methanol at 0° C. in the course of 10 minutes. After the mixture had been stirred at room temperature for 30 hours, it was hydrolyzed and extracted with methylene chloride. After drying over MgSO4, the product was evaporated to dryness. Column chromatography on silica gel with hexane as the mobi... Starting materials: OC1=CC2=C(SC(=C2)S(N)(=O)=O)C=C1 (5-hydroxy-2-sulfamoylbenzo[b]thiophene), CN(C(=O)Cl)C (dimethylcarbamyl chloride), ice, Cl (HCl). The reagents and catalysts are CN(C1=CC=NC=C1)C (4-dimethylaminopyridine). The solvent is N1=CC=CC=C1 (pyridine). Run at time 48 hour. The product is CN(C)C(=O)OC1=CC2=C(C=C1)SC(=C2)S(=O)(=O)N (5-N,N-Dimethylcarbamoyloxy-2-sulfamoylbenzo[b]thiophene). The yield is 74.9%. RXN SMILES: [OH:1][C:2]1[CH:14]=[CH:13][C:5]2[S:6][C:7]([S:9](=[O:12])(=[O:11])[NH2:10])=[CH:8][C:4]=2[CH:3]=1.[CH3:15][N:16]([CH3:20])[C:17](Cl)=[O:18].Cl>N1C=CC=CC=1.CN(C)C1C=CN=CC=1>[CH3:15][N:16]([C:17]([O:1][C:2]1[CH:14]=[CH:13][C:5]2[S:6][C:7]([S:9]([NH2:10])(=[O:11])=[O:12])=[CH:8][C:4]=2[CH:3]=1)=[O:18])[CH3:20]. Procedure details: A solution of 2.3 g (10 mmoles) of 5-hydroxy-2-sulfamoylbenzo[b]thiophene in 50 ml of pyridine was treated with 200 mg of 4-dimethylaminopyridine and finally 2.5 ml (2.9 g, 27 mmoles) of dimethylcarbamyl chloride. The resultant clear solution was stirred at room temperature for 48 hours, when it was poured into a mixture of 200 g of chopped ice and 100 ml of concentrated HCl. The precipitated solid was collected and washed with cold H2O until the washings were neutral. Drying gave 2.25 g (75%) o... The reactants are CC(C)NC(C)C, ClCCCCOc1ccc(-c2nnc(CSCCOc3ccccc3)o2)cc1, [I-], [Na+], [Na+], O=C([O-])O, CN(C)C=O. Yields the product CC(C)N(CCCCOc1ccc(-c2nnc(CSCCOc3ccccc3)o2)cc1)C(C)C. RXN SMILES: [CH:29]([CH3:30])([CH3:31])[NH:32][CH:33]([CH3:34])[CH3:35].[Cl:1][CH2:2][CH2:3][CH2:4][CH2:5][O:6][c:7]1[cH:8][cH:9][c:10](-[c:13]2[o:14][c:15]([CH2:18][S:19][CH2:20][CH2:21][O:22][c:23]3[cH:24][cH:25][cH:26][cH:27][cH:28]3)[n:16][n:17]2)[cH:11][cH:12]1.[I-:36].[Na+:37].[Na+:42].[O-:38][C:39]([OH:40])=[O:41].[O:43]=[CH:44][N:45]([CH3:46])[CH3:47]>>[CH2:2]([CH2:3][CH2:4][CH2:5][O:6][c:7]1[cH:8][cH:9][c:10](-[c:13]2[o:14][c:15]([CH2:18][S:19][CH2:20][CH2:21][O:22][c:23]3[cH:24][cH:25][cH:26][cH:27][cH:28]3)[n:16][n:17]2)[cH:11][cH:12]1)[N:32]([CH:29]([CH3:30])[CH3:31])[CH:33]([CH3:34])[CH3:35]. The reactants are ClC(Cl)(Cl)Cl, Cc1nc(-c2ccncn2)cc(=O)n1C, ClC(Cl)Cl, [Cl-], [I-], [NH4+], O, OO, O=S(=O)(O)O. The product is Cn1c(CI)nc(-c2ccncn2)cc1=O. As a reaction SMILES: [C:31]([Cl:32])([Cl:33])([Cl:34])[Cl:35].[CH3:1][n:2]1[c:3]([CH3:15])[n:4][c:5](-[c:9]2[n:10][cH:11][n:12][cH:13][cH:14]2)[cH:6][c:7]1=[O:8].[CH:27]([Cl:28])([Cl:29])[Cl:30].[Cl-:24].[I-:21].[NH4+:25].[OH2:26].[OH:22][OH:23].[S:16](=[O:17])(=[O:18])([OH:19])[OH:20]>>[CH3:1][n:2]1[c:3]([CH2:15][I:21])[n:4][c:5](-[c:9]2[n:10][cH:11][n:12][cH:13][cH:14]2)[cH:6][c:7]1=[O:8].